From a dataset of the Open Reaction Database (ORD), a public repository of structured organic reaction records. describe an organic reaction: reactants, conditions, products, and yield The reactants are Cl (hydrochloric acid), CC1=C(N=C(O1)C1=CC=CC=C1)COC1=NN(C=C1/C=C/C(=O)OCC)CC1=CC=C(C=C1)OC1=CC=CC=C1 (ethyl(E)-3-[3-(5-methyl-2-phenyl-4-oxazolylmethoxy)-1-(4-phenoxybenzyl)-1H-pyrazol-4-yl]propenoate), [OH-].[Na+] (sodium hydroxide), O1CCCC1 (tetrahydrofuran). Solvent: C(C)O (ethanol). Conditions: temperature 50 celsius, time 2 hour. Product: CC1=C(N=C(O1)C1=CC=CC=C1)COC1=NN(C=C1/C=C/C(=O)O)CC1=CC=C(C=C1)OC1=CC=CC=C1 ((E)-3-[3-(5-methyl-2-phenyl-4-oxazolylmethoxy)-1-(4-phenoxybenzyl)-1H-pyrazol-4-yl]propenoic acid). The yield is 96.1%. As a reaction SMILES: [CH3:1][C:2]1[O:6][C:5]([C:7]2[CH:12]=[CH:11][CH:10]=[CH:9][CH:8]=2)=[N:4][C:3]=1[CH2:13][O:14][C:15]1[C:19](/[CH:20]=[CH:21]/[C:22]([O:24]CC)=[O:23])=[CH:18][N:17]([CH2:27][C:28]2[CH:33]=[CH:32][C:31]([O:34][C:35]3[CH:40]=[CH:39][CH:38]=[CH:37][CH:36]=3)=[CH:30][CH:29]=2)[N:16]=1.[OH-].[Na+].O1CCCC1.Cl>C(O)C>[CH3:1][C:2]1[O:6][C:5]([C:7]2[CH:12]=[CH:11][CH:10]=[CH:9][CH:8]=2)=[N:4][C:3]=1[CH2:13][O:14][C:15]1[C:19](/[CH:20]=[CH:21]/[C:22]([OH:24])=[O:23])=[CH:18][N:17]([CH2:27][C:28]2[CH:29]=[CH:30][C:31]([O:34][C:35]3[CH:40]=[CH:39][CH:38]=[CH:37][CH:36]=3)=[CH:32][CH:33]=2)[N:16]=1 |f:1.2|. Procedure: After a mixture of ethyl(E)-3-[3-(5-methyl-2-phenyl-4-oxazolylmethoxy)-1-(4-phenoxybenzyl)-1H-pyrazol-4-yl]propenoate (450 mg), 1N sodium hydroxide solution (1.5 ml), tetrahydrofuran (5 ml), and ethanol (5 ml) was stirred at 50° C. for 2 hours, 1N hydrochloric acid (1.5 ml) was added to the mixture, and the mixture was extracted with ethyl acetate. The ethyl acetate layer was washed with saturated aqueous sodium chloride solution, dried (MgSO4), and concentrated. The resulting colorless crystals... Starting materials: OC1=C(C=CC=C1N\N=C/1\C(=NN(C1=O)C1=CC=2CCCCC2C=C1)C)C=1C=C(OC1)C(=O)O ((Z)-4-(2-hydroxy-3-{N′-[3-methyl-5-oxo-1-(5,6,7,8-tetrahydro-naphthal-2-yl)-1,5-dihydro-pyrazol-4-ylidene]-hydrazino}-phenyl)-furan-2-carboxylic acid), ethanolamine. Solvent: O1CCCC1 (tetrahydrofuran). Reaction conditions: time 6 hour. Product: title compound, C(O)CN.C(O)CN.OC1=C(C=CC=C1N\N=C/1\C(=NN(C1=O)C1=CC=2CCCCC2C=C1)C)C=1C=C(OC1)C(=O)O ((Z)-4-(2-hydroxy-3-{N′-[3-methyl-5-oxo-1-(5,6,7,8-tetrahydro-naphthal-2-yl)-1,5-dihydro-pyrazol-4-ylidene]-hydrazino}-phenyl)-furan-2-carboxylic acid bis-(ethanolamine)). Isolated yield 72.8%. Reaction SMILES: [OH:1][C:2]1[C:7]([NH:8]/[N:9]=[C:10]2/[C:11]([CH3:26])=[N:12][N:13]([C:16]3[CH:25]=[CH:24][C:23]4[CH2:22][CH2:21][CH2:20][CH2:19][C:18]=4[CH:17]=3)[C:14]/2=[O:15])=[CH:6][CH:5]=[CH:4][C:3]=1[C:27]1[CH:28]=[C:29]([C:32]([OH:34])=[O:33])[O:30][CH:31]=1>O1CCCC1>[CH2:2]([CH2:7][NH2:8])[OH:1].[CH2:2]([CH2:7][NH2:8])[OH:1].[OH:1][C:2]1[C:7]([NH:8]/[N:9]=[C:10]2/[C:11]([CH3:26])=[N:12][N:13]([C:16]3[CH:25]=[CH:24][C:23]4[CH2:22][CH2:21][CH2:20][CH2:19][C:18]=4[CH:17]=3)[C:14]/2=[O:15])=[CH:6][CH:5]=[CH:4][C:3]=1[C:27]1[CH:28]=[C:29]([C:32]([OH:34])=[O:33])[O:30][CH:31]=1 |f:2.3.4|. Procedure details: (Z)-4-(2-hydroxy-3-{N′-[3-methyl-5-oxo-1-(5,6,7,8-tetrahydro-naphthal-2-yl)-1,5-dihydro-pyrazol-4-ylidene]-hydrazino}-phenyl)-furan-2-carboxylic acid 22f (1.2 g, 2.6 mmol) was dissolved in 20 mL of tetrahydrofuran to form a dark red suspension. The reaction mixture was added with ethanolamine (399 mg, 6.5 mmol) to form a purple solution, and stirred for 6 hours at room temperature. A great quantity of the solid was precipitated from the solution, filtered, then the filter cake was washed with te... The reactants are Cl (HCl), NCCNC(OC(C)(C)C)=O (tert-butyl N-(2-aminoethyl)carbamate), ClC1=CC=C(C=O)C=C1 (4-chlorobenzaldehyde), [BH-](OC(=O)C)(OC(=O)C)OC(=O)C.[Na+] (NaBH(OAc)3). Run in ClCCCl (DCE). Reaction conditions: time 12 hour. Product: C(C)(C)(C)OC(NCCNCC1=CC=C(C=C1)Cl)=O ([2-(4-chlorobenzylamino)-ethyl]-carbamic acid tert-butyl ester). The yield is 56.3%. As a reaction SMILES: [NH2:1][CH2:2][CH2:3][NH:4][C:5](=[O:11])[O:6][C:7]([CH3:10])([CH3:9])[CH3:8].[Cl:12][C:13]1[CH:20]=[CH:19][C:16]([CH:17]=O)=[CH:15][CH:14]=1.[BH-](OC(C)=O)(OC(C)=O)OC(C)=O.[Na+].Cl>ClCCCl>[C:7]([O:6][C:5](=[O:11])[NH:4][CH2:3][CH2:2][NH:1][CH2:17][C:16]1[CH:19]=[CH:20][C:13]([Cl:12])=[CH:14][CH:15]=1)([CH3:8])([CH3:10])[CH3:9] |f:2.3|. Procedure details: A solution of tert-butyl N-(2-aminoethyl)carbamate (1.00 g, 6.24 mmol) and 4-chlorobenzaldehyde (0.90 g, 6.37 mmol) in DCE (10 mL) was stirred for 30 minutes, followed by the addition of NaBH(OAc)3 (1.98 g, 9.36 mmol) in a single portion. After being stirred for 12 hours, the mixture was acidified to pH 2 with 0.2N HCl, and extracted with DCM (3 times, each discarded). The acidic aqueous layer was basified to pH 10 with 2.0 M NaOH, and extracted with DCM. The DCM extracts were dried (Na2SO4), fi... Reactants: N=1C=CC(=C2C=CC=CC12)C, O=C(OC(C)(C)C)N1CC(I)C1. Reagents/catalysts: O=S(=O)(O)O, OO, [Fe].O=S(=O)(O)O.O. Run in O, O=S(C)C. Reaction conditions: temperature 25 celsius, time 1 hour. Yields the product O=C(OC(C)(C)C)N1CC(C2=NC=3C=CC=CC3C(=C2)C)C1. Isolated yield 30.0%. Procedure: H2O2  (30%  in  H2O;  0.31  mL,  3.0  mmol) was added to a stirred solution of lepidine 1a (132 μL, 1.0 mmol), concentrated H2SO4 (53 μL, 1.0  mmol),  1-Boc-3-(iodo)azetidine  (849  mg,  3.0  mmol)  and  iron(II)  sulfate  heptahydrate  (80  mg,  0.3  mmol)  in  DMSO  (10  mL)  at  room  temperature.  After  1-2  min  a  further  portion  of  iron(II)  sulfate  heptahydrate (80 mg, 0.3 mmol) was added and the mixture was stirred at room temperature for 30 min. Further H2O2 (0.31 mL, 3.0 mmol) an...